This data is from the Open Reaction Database (ORD), a public repository of structured organic reaction records. The task is: describe an organic reaction: reactants, conditions, products, and yield Reactants: [H+].[B-](F)(F)(F)F (HBF4), ClC1=NC=CC=C1C=1C=CC=2N=CN=C(C2N1)OC (6-(2-chloropyridin-3-yl)-4-methoxypyrido[3,2-d]pyrimidine), ClC=1C=C(C=CC1F)B(O)O (3-chloro-4-fluoro-phenylboronic acid), [F-].[K+] (KF). The solvent is O1CCOCC1 (1,4-dioxane). Reaction conditions: temperature 90 celsius, time 6 hour. The product is ClC=1C=C(C=CC1F)C1=NC=CC=C1C=1C=CC=2N=CN=C(C2N1)OC (6-(2-(3-chloro-4-fluorophenyl)pyridin-3-yl)-4-methoxypyrido[3,2-d]pyrimidine). Reaction SMILES: Cl[C:2]1[C:7]([C:8]2[CH:9]=[CH:10][C:11]3[N:12]=[CH:13][N:14]=[C:15]([O:18][CH3:19])[C:16]=3[N:17]=2)=[CH:6][CH:5]=[CH:4][N:3]=1.[Cl:20][C:21]1[CH:22]=[C:23](B(O)O)[CH:24]=[CH:25][C:26]=1[F:27].[F-].[K+].[H+].[B-](F)(F)(F)F>O1CCOCC1>[Cl:20][C:21]1[CH:22]=[C:23]([C:2]2[C:7]([C:8]3[CH:9]=[CH:10][C:11]4[N:12]=[CH:13][N:14]=[C:15]([O:18][CH3:19])[C:16]=4[N:17]=3)=[CH:6][CH:5]=[CH:4][N:3]=2)[CH:24]=[CH:25][C:26]=1[F:27] |f:2.3,4.5|. Procedure: 6-(2-chloropyridin-3-yl)-4-methoxypyrido[3,2-d]pyrimidine (2.0 g, 7.3 mmol), 3-chloro-4-fluoro-phenylboronic acid (2.5 g, 14.3 mmol), KF (2.5 g, 43.0 mmol) and 1,4-dioxane (75 mL) and stir bar were added to a reaction flask. The contents were degassed by vacuum and back filled with argon three times while stirring. Subsequently, commercially available catalyst Pd2(dba)3.t-Bu3P.HBF4 (1:2) (1 g, 0.67 mmol) was added to the reaction contents, repeated degassing cycles and heated at 90° C. under arg...